This data is from the Open Reaction Database (ORD), a public repository of structured organic reaction records. The task is: describe an organic reaction: reactants, conditions, products, and yield Starting materials: C(C)(C)O (isopropanol), COC=1C=C(OC=2C=NC=CC2)C=CC1 (3-(3-methoxyphenoxy)pyridine), C(C)(=O)OO (peracetic acid). As a reaction SMILES: [CH3:1][O:2][C:3]1[CH:4]=[C:5]([CH:13]=[CH:14][CH:15]=1)[O:6][C:7]1[CH:8]=[N:9][CH:10]=[CH:11][CH:12]=1.C(OO)(=[O:18])C.C(O)(C)C>C(O)(=O)C>[CH3:1][O:2][C:3]1[CH:4]=[C:5]([CH:13]=[CH:14][CH:15]=1)[O:6][C:7]1[CH:8]=[N+:9]([O-:18])[CH:10]=[CH:11][CH:12]=1. Reaction conditions: temperature 35 celsius, time 16 hour. Reported procedure: A solution of 68 g of 3-(3-methoxyphenoxy)pyridine in 100 ml of glacial acetic acid is treated with 75 g of 40% peracetic acid in acetic acid. The mixture is stirred 16 hours at 35° C. and then is refluxed 1 hour. The mixture is cooled, 100 ml isopropanol added, and the mixture is concentrated at reduced pressure. The oily residue is dissolved in 500 ml of dichloromethane and is washed with excess cold 25% sodium hydroxide solution. The organic layer is concentrated to yield 3-(3-methoxyphenoxy)... Product: COC=1C=C(OC=2C=[N+](C=CC2)[O-])C=CC1 (3-(3-methoxyphenoxy)pyridine 1-oxide). Run in C(C)(=O)O (acetic acid), C(C)(=O)O (acetic acid). Starting materials: Cc1csc(C(=O)O)c1, O=S(Cl)Cl. Reaction SMILES: [CH3:5][c:6]1[cH:7][c:8]([C:11](=[O:12])[OH:13])[s:9][cH:10]1.[S:1]([Cl:2])([Cl:3])=[O:4]>>[CH3:5][c:6]1[cH:7][c:8]([C:11](=[O:12])[OH:13])[s:9][cH:10]1.[Cl-:3]. The product is Cc1csc(C(=O)O)c1, [Cl-]. The yield is 96.2%. As a reaction SMILES: [CH2:1]1[O:3][CH:2]1[CH2:4][OH:5].[Br:6][C:7]1[CH:12]=[N:11][CH:10]([Cl:13])[N:9](Cl)[CH:8]=1.[H-].[Na+].[Cl-].[Na+].O.O>CN(C)C=O>[Br:6][C:7]1[C:8]([O:5][CH2:4][CH:2]2[CH2:1][O:3]2)=[N:9][C:10]([Cl:13])=[N:11][CH:12]=1 |f:2.3,4.5.6.7|. Reported procedure: A solution of glycidol (13.0 g, 0.175 mole) and 5-bromo-2,3-dichloropyrimidine (40.0 g, 0.175 mole) in dimethylformamide (350 mL) was added dropwise to a stirring nitrogen-flushed, chilled suspension of sodium hydride (from 10.1 g, 0.21 mole, of NaH washed free of mineral oil) in dimethylformamide (350 mL). Following the addition, the reaction mixture was poured into 1:1 brine-water (4.5 l) and extracted with ethyl acetate (5×750 mL). Combined extracts were washed with water and brine, dried (Mg... Yields the product BrC=1C(=NC(=NC1)Cl)OCC1OC1 (5-Bromo-2-chloro-4-(oxiranylmethyoxy)pyrimidine). The reactants are [H-].[Na+] (sodium hydride), [Cl-].[Na+].O.O (brine water), C1C(O1)CO (glycidol), BrC1=CN(C(N=C1)Cl)Cl (5-bromo-2,3-dichloropyrimidine). Run in CN(C=O)C (dimethylformamide), CN(C=O)C (dimethylformamide). Reactants: C(C)(C)(C)OC(NC(C1=C(CCCC1=O)NC1=CC(=CC=C1)C(F)(F)F)C1=C(C=C(C=C1)C#N)Br)=O ({(2-Bromo-4-cyano-phenyl)-[6-oxo-2-(3-trifluoromethyl-phenylamino)-cyclohex-1-enyl]-methyl}-carbamic acid tert-butyl ester), C(C)(C)(C)OC(NC(C1=C(CCCC1=O)NC1=CC(=CC=C1)C(F)(F)F)C1=C(C=C(C=C1)C#N)Br)=O ({(2-Bromo-4-cyano-phenyl)-[6-oxo-2-(3-trifluoromethyl-phenylamino)-cyclohex-1-enyl]-methyl}-carbamic acid tert-butyl ester), Cl (hydrogen chloride), O1CCOCC1 (1,4-dioxane). Run in C(C)#N (acetonitrile). Conditions: time 3 hour. Product: Cl.NC(C1=C(C=C(C#N)C=C1)Br)C1=C(CCCC1=O)NC1=CC(=CC=C1)C(F)(F)F (4-{Amino-[6-oxo-2-(3-trifluoromethyl-phenylamino)-cyclohex-1-enyl]-methyl}-3-bromo-benzonitrile hydrochloride). Reaction SMILES: C(OC(=O)[NH:7][CH:8]([C:27]1[CH:32]=[CH:31][C:30]([C:33]#[N:34])=[CH:29][C:28]=1[Br:35])[C:9]1[C:14](=[O:15])[CH2:13][CH2:12][CH2:11][C:10]=1[NH:16][C:17]1[CH:22]=[CH:21][CH:20]=[C:19]([C:23]([F:26])([F:25])[F:24])[CH:18]=1)(C)(C)C.[ClH:37].O1CCOCC1>C(#N)C>[ClH:37].[NH2:7][CH:8]([C:9]1[C:14](=[O:15])[CH2:13][CH2:12][CH2:11][C:10]=1[NH:16][C:17]1[CH:22]=[CH:21][CH:20]=[C:19]([C:23]([F:26])([F:24])[F:25])[CH:18]=1)[C:27]1[CH:32]=[CH:31][C:30]([C:33]#[N:34])=[CH:29][C:28]=1[Br:35] |f:4.5|. Reported procedure: {(2-Bromo-4-cyano-phenyl)-[6-oxo-2-(3-trifluoromethyl-phenylamino)-cyclohex-1-enyl]-methyl}-carbamic acid tert-butyl ester (INTERMEDIATE 20, 20.8 g, 36.9 mmol) is suspended in acetonitrile (150 mL) and a solution of hydrogen chloride in 1,4-dioxane (4 M, 46.1 mL, 184.3 mmol) is added. The mixture is stirred at room temperature for 3 h. The product precipitates from the reaction mixture. The precipitate is filtered off, washed with acetonitrile and dried. Yield: 16.5 g ESI mass spectrum: [M+H]+=4... Yields the product NC=1SC(=C(N1)C(C)(C)F)C(=O)C1=CC=C(C=C1)F ([2-Amino-4-(1-fluoro-1-methyl-ethyl)-thiazol-5-yl]-(4-fluoro-phenyl)-methanone). Reactants: FC(C(CC(=O)C1=CC=C(C=C1)F)=O)(C)C (4-Fluoro-1-(4-fluoro-phenyl)-4-methyl-pentane-1,3-dione), CC1=CC=C(C=C1)S(=O)(=O)OI(C2=CC=CC=C2)O (Koser's reagent), NC(=S)N (thiourea). Conditions: temperature 80 celsius. RXN SMILES: [F:1][C:2]([CH3:16])([CH3:15])[C:3](=O)[CH2:4][C:5]([C:7]1[CH:12]=[CH:11][C:10]([F:13])=[CH:9][CH:8]=1)=[O:6].CC1C=CC(S(OI(O)C2C=CC=CC=2)(=O)=O)=CC=1.[NH2:36][C:37]([NH2:39])=[S:38]>CC#N>[NH2:39][C:37]1[S:38][C:4]([C:5]([C:7]2[CH:12]=[CH:11][C:10]([F:13])=[CH:9][CH:8]=2)=[O:6])=[C:3]([C:2]([F:1])([CH3:16])[CH3:15])[N:36]=1. Solvent: CC#N (MeCN). Reported procedure: A mixture of 4-Fluoro-1-(4-fluoro-phenyl)-4-methyl-pentane-1,3-dione (900 mg) and Koser's reagent (4.2 g) in MeCN (20 mL) was heated at 80° C. for 50 min. The mixture was cooled to RT, and thiourea (820 mg) was added. The mixture was heated at 80° C. for 3 h., cooled to RT and partitioned between ethyl acetate and aq. KOH. The organic extract was dried over MgSO4, concentrated and chromatographed to give the title compound. m/z 283.2 (MH+). 1H NMR (DMSO-d6) 7.81 (dd, J=8, 4 Hz, 2H), 7.73 (s, 2H)... Reactants: ClC1=CC=C2C(=CC=NC2=C1)N1C(C(C2=CC(=CC=C12)OC)CC(=O)O)C (1-(7-chloroquinol-4-yl)-5-methoxy-2-methylindolin-3-ylacetic acid), ClC1=CC=C2C(=CC=NC2=C1)N1C(C(C2=CC(=CC=C12)OC)CC(=O)O)C (1-(7-chloroquinol-4-yl)-5-methoxy-2-methylindolin-3-ylacetic acid). Solvent: CO (methanol). Yields the product ClC1=CC=C2C(=CC=NC2=C1)N1C(=C(C2=CC(=CC=C12)OC)CCO)C (1-(7-chloroquinol-4-yl)-3-(2-hydroxyethyl)-5-methoxy-2-methylindole). RXN SMILES: [Cl:1][C:2]1[CH:11]=[C:10]2[C:5]([C:6]([N:12]3[C:20]4[C:15](=[CH:16][C:17]([O:21][CH3:22])=[CH:18][CH:19]=4)[CH:14]([CH2:23][C:24](O)=[O:25])[CH:13]3[CH3:27])=[CH:7][CH:8]=[N:9]2)=[CH:4][CH:3]=1>CO>[Cl:1][C:2]1[CH:11]=[C:10]2[C:5]([C:6]([N:12]3[C:20]4[C:15](=[CH:16][C:17]([O:21][CH3:22])=[CH:18][CH:19]=4)[C:14]([CH2:23][CH2:24][OH:25])=[C:13]3[CH3:27])=[CH:7][CH:8]=[N:9]2)=[CH:4][CH:3]=1. Reported procedure: Methyl 1-(7-chloroquinol-4-yl)-5-methoxy-2-methylindol-3-ylacetate (1g.) and sodium borohydride (1g.) in methanol (30ml.) were refluxed for 1 hour. Most of the methanol was then removed in vacuo, and the residue was diluted with water (50ml.), and extracted with ethyl acetate (3 × 50ml.). The combined extracts were dried (MgSO4) and evaporated to give an oil, which was chromatographed on silica gel (100g.) using, as eluant, petroleum ether (b.p. 40°-60° C.) containing an increasing proportion of... The reactants are CC(C)(C)OC(=O)NC1C(=O)N(OCc2ccccc2)C1(C)C, CCO, CCOC(C)=O. The product is CC(C)(C)OC(=O)NC1C(=O)N(O)C1(C)C. RXN SMILES: [C:1]([CH3:2])([CH3:3])([CH3:4])[O:5][C:6](=[O:7])[NH:8][CH:9]1[C:10](=[O:23])[N:11]([O:15][CH2:16][c:17]2[cH:18][cH:19][cH:20][cH:21][cH:22]2)[C:12]1([CH3:13])[CH3:14].[CH3:24][CH2:25][OH:26].[CH3:27][CH2:28][O:29][C:30](=[O:31])[CH3:32]>>[C:1]([CH3:2])([CH3:3])([CH3:4])[O:5][C:6](=[O:7])[NH:8][CH:9]1[C:10](=[O:23])[N:11]([OH:15])[C:12]1([CH3:13])[CH3:14].